Dataset: the Open Reaction Database (ORD), a public repository of structured organic reaction records. Task: describe an organic reaction: reactants, conditions, products, and yield Reactants: C(C=C)C1=NC2=C(C(C3=C(OC2)C=CC=C3)=CCCN3CC(C(CC3)(O)C3=CC=C(C=C3)Cl)(C)C)C=C1 (1-[3-(Allyl-11H-10-oxa-1-aza-dibenzo[a,d]cyclohepten-5-ylidene)-propyl]-4-(4-chloro-phenyl)-3,3-dimethyl-piperidin-4-ol), C1CCOC1 (THF), O (H2O), S([O-])(O)=O.[Na+] (sodium bisulfite). The reagents and catalysts are O=[Os](=O)(=O)=O (OsO4). Reaction conditions: temperature 0 celsius, time 4 hour. The product is ClC1=CC=C(C=C1)C1(C(CN(CC1)CCC=C1C2=C(OCC3=C1C=CC=N3)C=CC(=C2)CC(CO)O)(C)C)O (3-(5-{3-[4-(4-Chloro-phenyl)-4-hydroxy-3,3-dimethyl-piperidin-1-yl]-propylidene}-5,11-dihydro-10-oxa-1-aza-dibenzo[a, d]cyclohepten-7-yl)propane-1,2-diol). Isolated yield 53.0%. RXN SMILES: C([C:4]1[CH:37]=[CH:36][C:7]2[C:8](=[CH:17][CH2:18][CH2:19][N:20]3[CH2:25][CH2:24][C:23]([C:27]4[CH:32]=[CH:31][C:30]([Cl:33])=[CH:29][CH:28]=4)([OH:26])[C:22]([CH3:35])([CH3:34])[CH2:21]3)[C:9]3[CH:16]=[CH:15][CH:14]=[CH:13][C:10]=3O[CH2:12][C:6]=2[N:5]=1)C=C.[CH2:38]1C[O:41][CH2:40][CH2:39]1.[OH2:43].S(=O)(O)[O-:45].[Na+]>O=[Os](=O)(=O)=O>[Cl:33][C:30]1[CH:29]=[CH:28][C:27]([C:23]2([OH:26])[CH2:24][CH2:25][N:20]([CH2:19][CH2:18][CH:17]=[C:8]3[C:7]4[CH:36]=[CH:37][CH:4]=[N:5][C:6]=4[CH2:12][O:43][C:10]4[CH:13]=[CH:14][C:15]([CH2:38][CH:39]([OH:45])[CH2:40][OH:41])=[CH:16][C:9]3=4)[CH2:21][C:22]2([CH3:34])[CH3:35])=[CH:32][CH:31]=1 |f:3.4|. Procedure: 1-[3-(Allyl-11H-10-oxa-1-aza-dibenzo[a,d]cyclohepten-5-ylidene)-propyl]-4-(4-chloro-phenyl)-3,3-dimethyl-piperidin-4-ol (0.044 g, 0.08 mmol) was dissolved THF (2 mL)/H2O (0.5 mL) and cooled to 0° C. To the solution was added OsO4 (1.07 mL-2.5% OsO4 in t-butanol) and stirred at room temperature for 4 h. The reaction was diluted with sat. sodium bisulfite, the organics were removed dried over Mg2SO4, filtered and evaporated in vacuo, then purified by Biotage flash chromatography (5% methanol/95% m...